This data is from the Open Reaction Database (ORD), a public repository of structured organic reaction records. The task is: describe an organic reaction: reactants, conditions, products, and yield Reactants: O (water), C(C=C)(=O)N1CC(SC2=C(C1)C=C(C=C2)OC)Cl (4-acryloyl-2-chloro-7-methoxy-2,3,4,5-tetrahydro-1,4-benzothiazepine), C1(=CC=CC=C1)OC (anisole), stannic chloride. Solvent: C(Cl)Cl (methylene chloride). Reaction conditions: time 2 hour. Yields the product C(C=C)(=O)N1CC(SC2=C(C1)C=C(C=C2)OC)C2=CC=C(C=C2)OC (4-acryloyl-2-[4-methoxyphenyl]-7-methoxy-2,3,4,5-tetrahydro-1,4-benzothiazepine). The yield is 59.0%. As a reaction SMILES: [C:1]([N:5]1[CH2:11][C:10]2[CH:12]=[C:13]([O:16][CH3:17])[CH:14]=[CH:15][C:9]=2[S:8][CH:7](Cl)[CH2:6]1)(=[O:4])[CH:2]=[CH2:3].[C:19]1([O:25][CH3:26])[CH:24]=[CH:23][CH:22]=[CH:21][CH:20]=1.O>C(Cl)Cl>[C:1]([N:5]1[CH2:11][C:10]2[CH:12]=[C:13]([O:16][CH3:17])[CH:14]=[CH:15][C:9]=2[S:8][CH:7]([C:22]2[CH:23]=[CH:24][C:19]([O:25][CH3:26])=[CH:20][CH:21]=2)[CH2:6]1)(=[O:4])[CH:2]=[CH2:3]. Reported procedure: The above-mentioned 4-acryloyl-2-chloro-7-methoxy-2,3,4,5-tetrahydro-1,4-benzothiazepine (2.3 g) and anisole (1.1 g) were dissolved in methylene chloride (50 ml) and stannic chloride (2.8 g) was added thereto and agitated at room temperature for 2 hours. To the reaction mixture water was added and extracted with chloroform. The chloroform phase was washed with a saturated saline solution and dried on sodium sulfate and thereafter the solvent was distilled out under reduced pressure. Residue was ... Reactants: CCOCC, CCO, O=C1C2CCN(CC2)C1C=C(c1ccccc1)c1ccccc1. The product is O=C1C2CCN(CC2)C1CC(c1ccccc1)c1ccccc1. As a reaction SMILES: [CH2:27]([O:28][CH2:29][CH3:30])[CH3:31].[CH3:24][CH2:25][OH:26].[c:1]1([C:7](=[CH:8][CH:9]2[N:10]3[CH2:11][CH2:12][CH:13]([C:14]2=[O:15])[CH2:16][CH2:17]3)[c:18]2[cH:19][cH:20][cH:21][cH:22][cH:23]2)[cH:2][cH:3][cH:4][cH:5][cH:6]1>>[c:1]1([CH:7]([CH2:8][CH:9]2[N:10]3[CH2:11][CH2:12][CH:13]([C:14]2=[O:15])[CH2:16][CH2:17]3)[c:18]2[cH:19][cH:20][cH:21][cH:22][cH:23]2)[cH:2][cH:3][cH:4][cH:5][cH:6]1. Reactants: CCOC(=O)c1c2n(c3cc4c(cc3c1=O)OCO4)CCS2, CCO, CC(=O)O, [Na+], [OH-], O. The product is O=C(O)c1c2n(c3cc4c(cc3c1=O)OCO4)CCS2. Reaction SMILES: [CH2:1]1[O:2][c:3]2[cH:4][c:5]3[c:6](=[O:22])[c:7]([C:17](=[O:18])[O:19][CH2:20][CH3:21])[c:8]4[n:9]([c:10]3[cH:11][c:12]2[O:13]1)[CH2:14][CH2:15][S:16]4.[CH3:23][CH2:24][OH:25].[CH3:27][C:28](=[O:29])[OH:30].[Na+:32].[OH-:31].[OH2:26]>>[CH2:1]1[O:2][c:3]2[cH:4][c:5]3[c:6](=[O:22])[c:7]([C:17](=[O:18])[OH:19])[c:8]4[n:9]([c:10]3[cH:11][c:12]2[O:13]1)[CH2:14][CH2:15][S:16]4. Reactants: [BH4-], COCC(NC(=O)OC(C)(C)C)C(=O)O, C1CCOC1, CN1CCOCC1, CC(C)COC(=O)Cl, CCOC(C)=O, Cl, [Na+], O. The product is COCC(CO)NC(=O)OC(C)(C)C. Reaction SMILES: [BH4-:31].[C:1]([CH3:2])([CH3:3])([CH3:4])[O:5][C:6](=[O:7])[NH:8][CH:9]([C:10](=[O:11])[OH:12])[CH2:13][O:14][CH3:15].[CH2:34]1[O:35][CH2:36][CH2:37][CH2:38]1.[CH3:16][N:17]1[CH2:18][CH2:19][O:20][CH2:21][CH2:22]1.[CH3:23][CH:24]([CH3:25])[CH2:26][O:27][C:28]([Cl:29])=[O:30].[CH3:40][CH2:41][O:42][C:43]([CH3:44])=[O:45].[ClH:33].[Na+:32].[OH2:39]>>[C:1]([CH3:2])([CH3:3])([CH3:4])[O:5][C:6](=[O:7])[NH:8][CH:9]([CH2:10][OH:11])[CH2:13][O:14][CH3:15].